This data is from the Open Reaction Database (ORD), a public repository of structured organic reaction records. The task is: describe an organic reaction: reactants, conditions, products, and yield Reactants: O(S(=O)(=O)C(F)(F)F)S(=O)(=O)C(F)(F)F ((CF3SO2)2O), C(C)(=O)NNC(=O)[C@H]1N2C(N([C@H](CC1)C2)OCC2=CC=CC=C2)=O ((2S,5R)—N′-acetyl-6-(benzyloxy)-7-oxo-1,6-diazabicyclo[3.2.1]octane-2-carbohydrazide), N1=CC=CC=C1 (pyridine). Solvent: C(Cl)Cl (DCM). Reaction conditions: temperature 0 celsius, time 1 hour. Yields the product C(C1=CC=CC=C1)ON1[C@@H]2CC[C@H](N(C1=O)C2)C=2OC(=NN2)C ((2S,5R)-6-(benzyloxy)-2-(5-methyl-1,3,4-oxadiazol-2-yl)-1,6-diaza-bicyclo[3.2.1]octan-7-one). The yield is 63.4%. As a reaction SMILES: O(S(C(F)(F)F)(=O)=O)S(C(F)(F)F)(=O)=O.[C:16]([NH:19][NH:20][C:21]([C@@H:23]1[CH2:29][CH2:28][C@@H:27]2[CH2:30][N:24]1[C:25](=[O:39])[N:26]2[O:31][CH2:32][C:33]1[CH:38]=[CH:37][CH:36]=[CH:35][CH:34]=1)=[O:22])(=O)[CH3:17].N1C=CC=CC=1>C(Cl)Cl>[CH2:32]([O:31][N:26]1[C:25](=[O:39])[N:24]2[CH2:30][C@H:27]1[CH2:28][CH2:29][C@H:23]2[C:21]1[O:22][C:16]([CH3:17])=[N:19][N:20]=1)[C:33]1[CH:38]=[CH:37][CH:36]=[CH:35][CH:34]=1. Procedure details: (CF3SO2)2O (0.50 mL) was slowly added to a solution of (2S,5R)—N′-acetyl-6-(benzyloxy)-7-oxo-1,6-diazabicyclo[3.2.1]octane-2-carbohydrazide (0.5 g) and pyridine (0.5 mL) in dry DCM (10 mL) at −10° C. The reaction mixture was stirred at 0° C. for 1 h and then quenched carefully with sat. NaHCO3. The organic layer was separated and the aqueous layer was exacted with EtOAc (3×). The combined organic layer was dried over Na2SO4, concentrated and purified by silica gel column chromatography (gradient... Reactants: ClN(C1=CC=CC=C1)Cl (dichloroaniline), ClC(C=O)(CC1=C(C(=CC=C1)Cl)Cl)C (α-chloro-α-methyl-β-(2,3-dichlorophenyl)propionaldehyde). Solvent: C(C)(=O)O (acetic acid). Reaction conditions: time 10 hour. Yields the product Cl.ClC1=C(N)C=CC=C1Cl (2,3-dichloroaniline hydrochloride). The yield is 80.0%. RXN SMILES: [Cl:1][N:2](Cl)C1C=CC=CC=1.ClC(C)(C[C:15]1[CH:20]=[CH:19][CH:18]=[C:17]([Cl:21])[C:16]=1[Cl:22])C=O>C(O)(=O)C>[ClH:1].[Cl:22][C:16]1[C:17]([Cl:21])=[CH:18][CH:19]=[CH:20][C:15]=1[NH2:2] |f:3.4|. Procedure: 2,3-dichloroaniline hydrochloride is prepared by 162 g of dichloroaniline being added slowly and with vigorous agitation to a mixture of 280 ml of acetic acid and 280 ml of concentrated (9 N) HCl, diazotization being effected by the addition of 75 g of NaNO2 dissolved in 150 ml of water, the temperature being maintained between 0° and 5° C. A mixture of 5 g of CaO and 60 ml of methacrolein (dissolved in 120 ml of acetone) and a solution of 6 g of CuCl dissolved in 60 ml of HCl are introduced sim... The reactants are CC1=CC(C(C(C1)(C)C)C(=C)C)(C)C (1,3,3,5,5-pentamethyl-4-(1-methylethenyl)-1-cyclohexene), Cl (hydrochloric acid), [Cl-].C[Al+]C (Dimethylaluminum chloride), CCCCCC (hexane), [Al] (aluminum), P(=O)([O-])([O-])[O-] (phosphate). Solvent: ClCCl (dichloromethane). Conditions: temperature 25 celsius, time 2 hour. The product is CC(CC(C1C(C=C(CC1(C)C)C)(C)C)=C)O (α,2,2,4,6,6,-hexamethyl-γ-methylene-3-cyclohexene-1-propanol). As a reaction SMILES: [Cl-].C[Al+]C.[CH3:5][C:6]1[CH2:11][C:10]([CH3:13])([CH3:12])[CH:9]([C:14]([CH3:16])=[CH2:15])[C:8]([CH3:18])([CH3:17])[CH:7]=1.P([O-])([O-])([O-])=[O:20].Cl.[Al].CCCC[CH2:30][CH3:31]>ClCCl>[CH3:31][CH:30]([OH:20])[CH2:15][C:14](=[CH2:16])[CH:9]1[C:10]([CH3:12])([CH3:13])[CH2:11][C:6]([CH3:5])=[CH:7][C:8]1([CH3:18])[CH3:17] |f:0.1|. Procedure: Dimethylaluminum chloride (300 mL of a 1M hexane solution) was added to a cooled (10° C.) solution of 1,3,3,5,5-pentamethyl-4-(1-methylethenyl)-1-cyclohexene (46.18g, 0.24 mol) in dichloromethane (500 mL). The mixture was stirred at 25° C. for 2 hr. Afterwhich the mixture was hydrolyzed by the addition of phosphate buffer solution (200 mL, prepared from 100 mL of 0.1M potassium phosphate, monobasic and 44.8 mL of 0.1M sodium hydroxide diluted to 200 mL with water) followed by the addition of suf... The reactants are [Si](C)(C)(C(C)(C)C)OCC1=CC2=C(C=N1)N=CN2C2=CC(=C(S2)C(=O)OC)O[C@H](C)C2=C(C=CC=C2)C(F)(F)F (methyl 5-[6-({[tert-butyl(dimethyl)silyl]oxy}methyl)-1H-imidazo[4,5-c]pyridin-1-yl]-3-{(1R)-1-[2-(trifluoromethyl)phenyl]ethoxy}thio-phene-2-carboxylate), solution, N (ammonia). Run in CO (methanol). Run at temperature 125 celsius, time 4 hour. Yields the product [Si](C)(C)(C(C)(C)C)OCC1=CC2=C(C=N1)N=CN2C2=CC(=C(S2)C(=O)N)O[C@H](C)C2=C(C=CC=C2)C(F)(F)F (5-[6-({[tert-butyl(dimethyl)silyl]oxy}methyl)-1H-imidazo[4,5-c]pyridin-1-yl]-3-{(1R)-1-[2-(trifluoromethyl)phenyl]ethoxy}thiophene-2-carboxamide). RXN SMILES: [Si:1]([O:8][CH2:9][C:10]1[N:15]=[CH:14][C:13]2[N:16]=[CH:17][N:18]([C:19]3[S:23][C:22]([C:24]([O:26]C)=O)=[C:21]([O:28][C@@H:29]([C:31]4[CH:36]=[CH:35][CH:34]=[CH:33][C:32]=4[C:37]([F:40])([F:39])[F:38])[CH3:30])[CH:20]=3)[C:12]=2[CH:11]=1)([C:4]([CH3:7])([CH3:6])[CH3:5])([CH3:3])[CH3:2].[NH3:41]>CO>[Si:1]([O:8][CH2:9][C:10]1[N:15]=[CH:14][C:13]2[N:16]=[CH:17][N:18]([C:19]3[S:23][C:22]([C:24]([NH2:41])=[O:26])=[C:21]([O:28][C@@H:29]([C:31]4[CH:36]=[CH:35][CH:34]=[CH:33][C:32]=4[C:37]([F:39])([F:38])[F:40])[CH3:30])[CH:20]=3)[C:12]=2[CH:11]=1)([C:4]([CH3:5])([CH3:6])[CH3:7])([CH3:3])[CH3:2]. Reported procedure: A mixture of 5.1 g of methyl 5-[6-({[tert-butyl(dimethyl)silyl]oxy}methyl)-1H-imidazo[4,5-c]pyridin-1-yl]-3-{(1R)-1-[2-(trifluoromethyl)phenyl]ethoxy}thio-phene-2-carboxylate and 500 ml of a 7 N solution of ammonia in methanol is stirred in an autoclave at 125° C. for 4 hours. The mixture is allowed to cool down to room temperature and concentrated to dryness. During the reaction the TBDMS group of the title product is partially removed. The crude is purified by flash chromatography [silica gel,... The reactants are BrC(Br)(Br)Br, CC#N, O=C1NCc2c(-c3ccccc3Cl)cc(CO)cc2N1c1c(Cl)cccc1Cl, c1ccc(P(c2ccccc2)c2ccccc2)cc1. Product: O=C1NCc2c(-c3ccccc3Cl)cc(CBr)cc2N1c1c(Cl)cccc1Cl. As a reaction SMILES: [C:48]([Br:49])([Br:50])([Br:51])[Br:52].[CH3:53][C:54]#[N:55].[Cl:1][c:2]1[c:3](-[c:8]2[c:9]3[c:14]([cH:15][c:16]([CH2:18][OH:19])[cH:17]2)[N:13]([c:20]2[c:21]([Cl:27])[cH:22][cH:23][cH:24][c:25]2[Cl:26])[C:12](=[O:28])[NH:11][CH2:10]3)[cH:4][cH:5][cH:6][cH:7]1.[c:29]1([P:30]([c:31]2[cH:32][cH:33][cH:34][cH:35][cH:36]2)[c:37]2[cH:38][cH:39][cH:40][cH:41][cH:42]2)[cH:43][cH:44][cH:45][cH:46][cH:47]1>>[Cl:1][c:2]1[c:3](-[c:8]2[c:9]3[c:14]([cH:15][c:16]([CH2:18][Br:49])[cH:17]2)[N:13]([c:20]2[c:21]([Cl:27])[cH:22][cH:23][cH:24][c:25]2[Cl:26])[C:12](=[O:28])[NH:11][CH2:10]3)[cH:4][cH:5][cH:6][cH:7]1.